From a dataset of the Open Reaction Database (ORD), a public repository of structured organic reaction records. describe an organic reaction: reactants, conditions, products, and yield The reactants are COc1cc2[nH]cc(C(=O)C3C(C)(C)C3(C)C)c2cc1OCc1ccccc1, CS(=O)(=O)OCC1CCOCC1, [H-], [Na+], CN(C)C=O. Yields the product COc1cc2c(cc1OCc1ccccc1)c(C(=O)C1C(C)(C)C1(C)C)cn2CC1CCOCC1. RXN SMILES: [CH2:1]([c:2]1[cH:3][cH:4][cH:5][cH:6][cH:7]1)[O:8][c:9]1[cH:10][c:11]2[c:12]([C:20](=[O:21])[CH:22]3[C:23]([CH3:27])([CH3:28])[C:24]3([CH3:25])[CH3:26])[cH:13][nH:14][c:15]2[cH:16][c:17]1[O:18][CH3:19].[CH3:29][S:30]([O:31][CH2:34][CH:35]1[CH2:36][CH2:37][O:38][CH2:39][CH2:40]1)(=[O:32])=[O:33].[H-:42].[Na+:41].[O:43]=[CH:44][N:45]([CH3:46])[CH3:47]>>[CH2:1]([c:2]1[cH:3][cH:4][cH:5][cH:6][cH:7]1)[O:8][c:9]1[cH:10][c:11]2[c:12]([C:20](=[O:21])[CH:22]3[C:23]([CH3:27])([CH3:28])[C:24]3([CH3:25])[CH3:26])[cH:13][n:14]([CH2:34][CH:35]3[CH2:36][CH2:37][O:38][CH2:39][CH2:40]3)[c:15]2[cH:16][c:17]1[O:18][CH3:19]. Reactants: [H-].[Na+] (sodium hydride), C(CC(O)(C(=O)O)CC(=O)O)(=O)O (citric acid), C(CC(=O)OCC)(=O)OCC (diethyl malonate), C(C1=CC=CC=C1)(C1=CC=CC=C1)N1CC(C1)OS(=O)(=O)C1=CC=C(C=C1)C (1-benzhydryl-3-(p-toluenesulfonyloxy)azetidine). Solvent: O1CCCC1 (tetrahydrofuran), O1CCCC1 (tetrahydrofuran). Conditions: time 2 hour. Product: C(C1=CC=CC=C1)(C1=CC=CC=C1)N1CC(C1)C(C(=O)OCC)C(=O)OCC (Diethyl (1-benzhydryl-3-azetidinyl)malonate). Reaction SMILES: [C:1]([O:9][CH2:10][CH3:11])(=[O:8])[CH2:2][C:3]([O:5][CH2:6][CH3:7])=[O:4].[H-].[Na+].[CH:14]([N:27]1[CH2:30][CH:29](OS(C2C=CC(C)=CC=2)(=O)=O)[CH2:28]1)([C:21]1[CH:26]=[CH:25][CH:24]=[CH:23][CH:22]=1)[C:15]1[CH:20]=[CH:19][CH:18]=[CH:17][CH:16]=1.C(O)(=O)CC(CC(O)=O)(C(O)=O)O>O1CCCC1>[CH:14]([N:27]1[CH2:30][CH:29]([CH:2]([C:3]([O:5][CH2:6][CH3:7])=[O:4])[C:1]([O:9][CH2:10][CH3:11])=[O:8])[CH2:28]1)([C:21]1[CH:22]=[CH:23][CH:24]=[CH:25][CH:26]=1)[C:15]1[CH:16]=[CH:17][CH:18]=[CH:19][CH:20]=1 |f:1.2|. Procedure details: To 17.90 g (111.80 mmol) of diethyl malonate dissolved in 250 ml of tetrahydrofuran was added 4.07 g (101.75 mmol) of 60% sodium hydride at room temperature, followed by 2 hours of stirring. Thereafter, thereto was added 20 g (50.82 mmol) of 1-benzhydryl-3-(p-toluenesulfonyloxy)azetidine which has been dissolved in 90 ml of tetrahydrofuran, followed by 1 week of heating under reflux. The reaction solution was mixed with 10% citric acid aqueous solution and then tetrahydrofuran was evaporated. Th... Reactants: C1(=CC=CC=C1)P(C1=CC=CC=2C(C3=CC=CC(=C3OC12)P(C1=CC=CC=C1)C1=CC=CC=C1)(C)C)C1=CC=CC=C1 (4,5-bis(diphenylphosphino)-9,9-dimethylxanthene), IC=1C=C2C=CC=3N(C2=CC1)C(=NN3)C3=NC=CC=C3 (7-Iodo-1-pyridin-2-yl-[1,2,4]triazolo[4,3-a]quinoline), CCN(C(C)C)C(C)C (iPr2NEt), SC=1C=C(C=CC1)C1(CCOCC1)O (4-(3-Mercapto-phenyl)-tetrahydro-pyran-4-ol). Reagents/catalysts: C=1C=CC(=CC1)/C=C/C(=O)/C=C/C2=CC=CC=C2.C=1C=CC(=CC1)/C=C/C(=O)/C=C/C2=CC=CC=C2.C=1C=CC(=CC1)/C=C/C(=O)/C=C/C2=CC=CC=C2.[Pd].[Pd] (Pd2dba3). The solvent is O1CCOCC1 (1,4-dioxane), O1CCOCC1 (1,4-dioxane). Reaction conditions: temperature 90 celsius. Product: N1=C(C=CC=C1)C1=NN=C2N1C1=CC=C(C=C1C=C2)SC=2C=C(C=CC2)C2(CCOCC2)O (4-[3-(1-Pyridin-2-yl-[1,2,4]triazolo[4,3-a]quinolin-7-ylsulfanyl)-phenyl]-tetrahydro-pyran-4-ol). Reaction SMILES: I[C:2]1[CH:3]=[C:4]2[C:9](=[CH:10][CH:11]=1)[N:8]1[C:12]([C:15]3[CH:20]=[CH:19][CH:18]=[CH:17][N:16]=3)=[N:13][N:14]=[C:7]1[CH:6]=[CH:5]2.CCN(C(C)C)C(C)C.[SH:30][C:31]1[CH:32]=[C:33]([C:37]2([OH:43])[CH2:42][CH2:41][O:40][CH2:39][CH2:38]2)[CH:34]=[CH:35][CH:36]=1.C1(P(C2C=CC=CC=2)C2C3OC4C(=CC=CC=4P(C4C=CC=CC=4)C4C=CC=CC=4)C(C)(C)C=3C=CC=2)C=CC=CC=1>O1CCOCC1.C1C=CC(/C=C/C(/C=C/C2C=CC=CC=2)=O)=CC=1.C1C=CC(/C=C/C(/C=C/C2C=CC=CC=2)=O)=CC=1.C1C=CC(/C=C/C(/C=C/C2C=CC=CC=2)=O)=CC=1.[Pd].[Pd]>[N:16]1[CH:17]=[CH:18][CH:19]=[CH:20][C:15]=1[C:12]1[N:8]2[C:9]3[C:4]([CH:5]=[CH:6][C:7]2=[N:14][N:13]=1)=[CH:3][C:2]([S:30][C:31]1[CH:32]=[C:33]([C:37]2([OH:43])[CH2:42][CH2:41][O:40][CH2:39][CH2:38]2)[CH:34]=[CH:35][CH:36]=1)=[CH:11][CH:10]=3 |f:5.6.7.8.9|. Procedure details: 5k (201 mg, 0.54 mmol) was suspended in 1,4-dioxane (4.5 mL) and degassed with N2 for 5 minutes. iPr2NEt (0.19 mL, 1.08 mmol) was added, followed by 4-(3-Mercapto-phenyl)-tetrahydro-pyran-4-ol (51, 131 mg, 0.60 mmol) in 1,4-dioxane (1 mL). Pd2dba3 (13 mg, 0.01 mmol) and 4,5-bis(diphenylphosphino)-9,9-dimethylxanthene (16 mg, 0.03 mmol) were added, and the reaction was sealed and heated to 90° C. overnight. After cooling to room temperature, the mixture was concentrated and purified by silica gel... Starting materials: BrC1=CC=C(C=C1)C(C1=CC(=C(C(=C1)C(C)(C)C)O)C(C)(C)C)=O (4'-bromo-3,5-di(tertiary-butyl)-4-hydroxybenzophenone), cuprous cyanide, N1=CC=CC2=CC=CC=C12 (quinoline), Cl (hydrochloric acid). Solvent: ClCCl (dichloromethane). Reaction conditions: temperature 180 celsius. The product is C(#N)C1=CC=C(C=C1)C(C1=CC(=C(C(=C1)C(C)(C)C)O)C(C)(C)C)=O (4'-cyano-3,5-di(tertiary-butyl)-4-hydroxybenzophenone). RXN SMILES: Br[C:2]1[CH:7]=[CH:6][C:5]([C:8](=[O:24])[C:9]2[CH:14]=[C:13]([C:15]([CH3:18])([CH3:17])[CH3:16])[C:12]([OH:19])=[C:11]([C:20]([CH3:23])([CH3:22])[CH3:21])[CH:10]=2)=[CH:4][CH:3]=1.[N:25]1C2C(=CC=CC=2)C=C[CH:26]=1.Cl>ClCCl>[C:26]([C:2]1[CH:7]=[CH:6][C:5]([C:8](=[O:24])[C:9]2[CH:10]=[C:11]([C:20]([CH3:21])([CH3:22])[CH3:23])[C:12]([OH:19])=[C:13]([C:15]([CH3:16])([CH3:17])[CH3:18])[CH:14]=2)=[CH:4][CH:3]=1)#[N:25]. Procedure: A stirred mixture of 52 g (0.13 mole) of 4'-bromo-3,5-di(tertiary-butyl)-4-hydroxybenzophenone, 20 g (0.22 mole) of cuprous cyanide and 150 ml of quinoline was heated at about 180° C. for one day, followed by heating at reflux (235° to 245° C.) for two hours. The cooled solution was mixed with about one liter of 10% aqueous hydrochloric acid, and 400 ml of dichloromethane was added. The solid was separated by filtration, and extracted with additional hydrochloric acid and dichloromethane. The fi...